Dataset: the Open Reaction Database (ORD), a public repository of structured organic reaction records. Task: describe an organic reaction: reactants, conditions, products, and yield Reactants: ClC1=NC=C(C=N1)/C=C/C(=O)OCC (ethyl (2E)-3-(2-chloro-5-pyrimidinyl)acrylate), C(C1=CC=CC=C1)N1C[C@@H](CC1)N ((3R)-1-benzyl-3-pyrrolidinamine). Run in CN(C=O)C (N,N-dimethylformamide). Reaction conditions: temperature 60 celsius, time 3 hour. The product is C(C1=CC=CC=C1)N1C[C@@H](CC1)NC1=NC=C(C=N1)/C=C/C(=O)OCC (ethyl (2E)-3-(2-{[(3R)-1-benzyl-3-pyrrolidinyl]amino}-5-pyrimidinyl)acrylate). RXN SMILES: Cl[C:2]1[N:7]=[CH:6][C:5](/[CH:8]=[CH:9]/[C:10]([O:12][CH2:13][CH3:14])=[O:11])=[CH:4][N:3]=1.[CH2:15]([N:22]1[CH2:26][CH2:25][C@@H:24]([NH2:27])[CH2:23]1)[C:16]1[CH:21]=[CH:20][CH:19]=[CH:18][CH:17]=1>CN(C)C=O>[CH2:15]([N:22]1[CH2:26][CH2:25][C@@H:24]([NH:27][C:2]2[N:7]=[CH:6][C:5](/[CH:8]=[CH:9]/[C:10]([O:12][CH2:13][CH3:14])=[O:11])=[CH:4][N:3]=2)[CH2:23]1)[C:16]1[CH:17]=[CH:18][CH:19]=[CH:20][CH:21]=1. Procedure details: A mixture of ethyl (2E)-3-(2-chloro-5-pyrimidinyl)acrylate (200 mg), (3R)-1-benzyl-3-pyrrolidinamine (0.244 mL), and N,N-dimethylformamide (5 mL) was stirred for 3 hours at 60° C. The reaction mixture was partitioned between ethyl acetate and H2O. The organic layer was washed with saturated NaHCO3 and brine, dried over MgSO4, filtered, and evaporated in vacuo to give ethyl (2E)-3-(2-{[(3R)-1-benzyl-3-pyrrolidinyl]amino}-5-pyrimidinyl)acrylate (330 mg). Starting materials: CI, CC1(c2ccccc2)CC(=O)Nc2ccc(Cl)cc21, Cl, [H-], [Na+], CN(C)C=O. Product: CN1C(=O)CC(C)(c2ccccc2)c2cc(Cl)ccc21. Reaction SMILES: [CH3:22][I:23].[Cl:1][c:2]1[cH:3][c:4]2[c:9]([cH:10][cH:11]1)[NH:8][C:7](=[O:12])[CH2:6][C:5]2([c:13]1[cH:14][cH:15][cH:16][cH:17][cH:18]1)[CH3:19].[ClH:24].[H-:20].[Na+:21].[O:25]=[CH:26][N:27]([CH3:28])[CH3:29]>>[Cl:1][c:2]1[cH:3][c:4]2[c:9]([cH:10][cH:11]1)[N:8]([CH3:22])[C:7](=[O:12])[CH2:6][C:5]2([c:13]1[cH:14][cH:15][cH:16][cH:17][cH:18]1)[CH3:19]. Reactants: C(C)OC(C(C)N1C(COC2=C1C=C(C(=C2)F)[N+](=O)[O-])=O)=O (2-(7-fluoro-6-nitro-3-oxo-2,3-dihydro-benzo[1,4]oxazin-4-yl)-propionic acid ethyl ester), COC=1C=CC(=CC1)P2(=S)SP(=S)(S2)C=3C=CC(=CC3)OC (Lawesson's reagent). Procedure details: A suspension of 2-(7-fluoro-6-nitro-3-oxo-2,3-dihydro-benzo[1,4]oxazin-4-yl)-propionic acid ethyl ester (1.170 g, 3.75 mmol) and Lawesson's reagent (1.516 g, 3.75 mmol) in toluene (40 mL) was heated at reflux for 3 h then cooled to ambient temperature. The reaction mixture was filtered and the filtrate was concentrated in vacuo. The residue was purified by column on silica gel (eluting with 0%˜10% EtOAc in petroleum ether) to give 2-(7-fluoro-6-nitro-3-thioxo-2,3-dihydro-benzo[1,4]oxazin-4-yl)-p... Yields the product C(C)OC(C(C)N1C(COC2=C1C=C(C(=C2)F)[N+](=O)[O-])=S)=O (2-(7-fluoro-6-nitro-3-thioxo-2,3-dihydro-benzo[1,4]oxazin-4-yl)-propionic acid ethyl ester). Solvent: C1(=CC=CC=C1)C (toluene). The yield is 85.3%. RXN SMILES: [CH2:1]([O:3][C:4](=[O:22])[CH:5]([N:7]1[C:12]2[CH:13]=[C:14]([N+:18]([O-:20])=[O:19])[C:15]([F:17])=[CH:16][C:11]=2[O:10][CH2:9][C:8]1=O)[CH3:6])[CH3:2].COC1C=CC(P2(SP(C3C=CC(OC)=CC=3)(=S)S2)=[S:32])=CC=1>C1(C)C=CC=CC=1>[CH2:1]([O:3][C:4](=[O:22])[CH:5]([N:7]1[C:12]2[CH:13]=[C:14]([N+:18]([O-:20])=[O:19])[C:15]([F:17])=[CH:16][C:11]=2[O:10][CH2:9][C:8]1=[S:32])[CH3:6])[CH3:2]. Starting materials: C(C1=CC=CC=C1)OC(=O)N1CCN(CC1)C(=O)OCCC (piperazine-1,4-dicarboxylic acid propyl ester benzyl ester). Reagents/catalysts: [Pd] (Pd/C). The solvent is C(C)O (ethanol). Conditions: time 3 hour. Product: C(CC)OC(=O)N1CCNCC1 (piperazine-1-carboxylic acid propyl ester). As a reaction SMILES: [CH2:1]([O:8][C:9]([N:11]1[CH2:16][CH2:15][N:14](C(OCCC)=O)[CH2:13][CH2:12]1)=[O:10])[C:2]1C=CC=C[CH:3]=1>C(O)C.[Pd]>[CH2:1]([O:8][C:9]([N:11]1[CH2:16][CH2:15][NH:14][CH2:13][CH2:12]1)=[O:10])[CH2:2][CH3:3]. Procedure: To a solution of 19.3 g piperazine-1,4-dicarboxylic acid propyl ester benzyl ester in 200 ml ethanol were added 2.0 g Pd/C (10%) and the suspension stirred under an atmosphere of hydrogen (3 bar) for 3 h. The reaction mixture was filtrated over a plug of Celite, washed with ethanol and concentrated to give the crude product which was used in the subsequent reaction. Yield: 10.5 g.